This data is from the Open Reaction Database (ORD), a public repository of structured organic reaction records. The task is: describe an organic reaction: reactants, conditions, products, and yield Reactants: Cl (hydrochloric acid), [N+](=O)([O-])C1=C(C(=O)N)C=CC=C1 (nitrobenzamide), C([O-])([O-])=O.[Na+].[Na+] (sodium carbonate). The reagents and catalysts are [Fe] (Iron). Solvent: CO (methanol). Run at temperature 80 celsius. Yields the product NC1=C(C(=O)N)C=CC=C1 (2-aminobenzamide). RXN SMILES: Cl.[N+:2]([C:5]1[CH:13]=[CH:12][CH:11]=[CH:10][C:6]=1[C:7]([NH2:9])=[O:8])([O-])=O.C(=O)([O-])[O-].[Na+].[Na+]>CO.[Fe]>[NH2:2][C:5]1[CH:13]=[CH:12][CH:11]=[CH:10][C:6]=1[C:7]([NH2:9])=[O:8] |f:2.3.4|. Procedure details: Concentrated hydrochloric acid (140μL) was added to a solution of the nitrobenzamide, V.3 (147 mg, 0.30 mmol) in methanol (2 ml). Iron (72 mg) was added and the reaction mixture was heated to 80° C. for 2 hours, before cooling. The reaction mixture was basified (saturated sodium carbonate solution), extracted into ethyl acetate, dried over magnesium sulphate and the solvent removed in vacuo to yield an off-white solid which was purified using flash chromatography(ethyl acetate) to yield the desi... The reactants are F[B-](F)(F)F, CCOC(C)=O, Cn1ncc(Cl)c1C(=O)O, Nc1cc2nc(-c3ccccc3)cn2c(N2CCOCC2)n1, CN(C)C=O, CN(C)C(On1nnc2ccccc21)=[N+](C)C. Yields the product Cn1ncc(Cl)c1C(=O)Nc1cc2nc(-c3ccccc3)cn2c(N2CCOCC2)n1. RXN SMILES: [B-:1]([F:2])([F:3])([F:4])[F:5].[CH3:60][CH2:61][O:62][C:63](=[O:64])[CH3:65].[Cl:23][c:24]1[c:25]([C:30](=[O:31])[OH:32])[n:26]([CH3:29])[n:27][cH:28]1.[O:33]1[CH2:34][CH2:35][N:36]([c:39]2[n:40][c:41]([NH2:54])[cH:42][c:43]3[n:44]2[cH:45][c:46](-[c:48]2[cH:49][cH:50][cH:51][cH:52][cH:53]2)[n:47]3)[CH2:37][CH2:38]1.[O:55]=[CH:56][N:57]([CH3:58])[CH3:59].[n:6]1([O:7][C:8]([N:9]([CH3:10])[CH3:11])=[N+:12]([CH3:13])[CH3:14])[c:15]2[cH:16][cH:17][cH:18][cH:19][c:20]2[n:21][n:22]1>>[Cl:23][c:24]1[c:25]([C:30](=[O:32])[NH:54][c:41]2[n:40][c:39]([N:36]3[CH2:35][CH2:34][O:33][CH2:38][CH2:37]3)[n:44]3[c:43]([cH:42]2)[n:47][c:46](-[c:48]2[cH:49][cH:50][cH:51][cH:52][cH:53]2)[cH:45]3)[n:26]([CH3:29])[n:27][cH:28]1. Solvent: C1(=CC=CC=C1)C (toluene). Reactants: CO (methanol), COC1=C(C=CC(=C1)C(C(F)(F)F)(C(F)(F)F)O)CCC(=O)O (2-methoxy-4-[2,2,2-trifluoro-1-hydroxy-1-(trifluoromethyl)ethyl]benzenepropanoic acid), S(O)(O)(=O)=O (sulfuric acid). Reaction SMILES: [CH3:1]O.[CH3:3][O:4][C:5]1[CH:10]=[C:9]([C:11]([OH:20])([C:16]([F:19])([F:18])[F:17])[C:12]([F:15])([F:14])[F:13])[CH:8]=[CH:7][C:6]=1[CH2:21][CH2:22][C:23]([OH:25])=[O:24].S(=O)(=O)(O)O>C1(C)C=CC=CC=1>[CH3:3][O:4][C:5]1[CH:10]=[C:9]([C:11]([OH:20])([C:16]([F:17])([F:18])[F:19])[C:12]([F:15])([F:14])[F:13])[CH:8]=[CH:7][C:6]=1[CH2:21][CH2:22][C:23]([O:25][CH3:1])=[O:24]. Reported procedure: To a solution of 50 ml of methanol in 50 ml toluene are added 7.0 g (0.02 mole) of 2-methoxy-4-[2,2,2-trifluoro-1-hydroxy-1-(trifluoromethyl)ethyl]benzenepropanoic acid and 1 ml of concentrated sulfuric acid. The resulting solution is stirred, heated at reflux for 18 hours, then concentrated to 20 ml at reduced pressure, and extracted with ether. The resulting ether solution is washed with 5% sodium bicarbonate solution and water. The solution is dried with anhydrous magnesium sulfate, filtered ... Yields the product COC1=C(C=CC(=C1)C(C(F)(F)F)(C(F)(F)F)O)CCC(=O)OC (methyl 2-methoxy-4-[2,2,2-trifluoro-1-hydroxy-1-(trifluoromethyl)ethyl]benzenepropanoate). Starting materials: OC1=C(C=CC=C1)CC(=O)OC (methyl (2-hydroxyphenyl)acetate), Cl[Si](C)(C)C (chlorotrimethylsilane). Run in C(Cl)Cl (CH2Cl2), N1=CC=CC=C1 (pyridine). Conditions: time 18 hour. Product: C[Si](OC1=C(C=CC=C1)CC(=O)OC)(C)C (methyl (2-trimethylsilyloxyphenyl)acetate). As a reaction SMILES: [OH:1][C:2]1[CH:7]=[CH:6][CH:5]=[CH:4][C:3]=1[CH2:8][C:9]([O:11][CH3:12])=[O:10].Cl[Si:14]([CH3:17])([CH3:16])[CH3:15]>C(Cl)Cl.N1C=CC=CC=1>[CH3:15][Si:14]([CH3:17])([CH3:16])[O:1][C:2]1[CH:7]=[CH:6][CH:5]=[CH:4][C:3]=1[CH2:8][C:9]([O:11][CH3:12])=[O:10]. Procedure details: To a solution of methyl (2-hydroxyphenyl)acetate (1.5 g) in CH2Cl2 (10 mL) and pyridine (10 mL) was added slowly chlorotrimethylsilane (1.26 mL). The mixture was stirred for 18 hours, then most of the solvent was evaporated under reduced pressure and the residue was chromatographed on silica gel using 15% of EtOAc in hexane to afford 1.3 g of methyl (2-trimethylsilyloxyphenyl)acetate. Starting materials: CNC (dimethylamine), FC(C=1C=C(C(=O)N2[C@@H](CN(CC2)CC#CCN2[C@@H](COCC2)C(=O)O)CC2=CC(=C(C=C2)C)C)C=C(C1)C(F)(F)F)(F)F ((2R)-1-[3,5-bis(trifluoromethyl)benzoyl]-2-(3,4-dimethylbenzyl)-4-[4-((3S)-3-carboxymorpholino)-2-butynyl]piperazine), ON1N=NC2=C1C=CC=C2 (1-hydroxybenzotriazole), Cl.CN(CCCN=C=NCC)C (1-(3-dimethylaminopropyl)-3-ethylcarbodiimide hydrochloride). Run in CN(C=O)C (N,N-dimethylformamide), O1CCCC1 (tetrahydrofuran). Conditions: time 5 hour. Yields the product FC(C=1C=C(C(=O)N2[C@@H](CN(CC2)CC#CCN2[C@@H](COCC2)C(N(C)C)=O)CC2=CC(=C(C=C2)C)C)C=C(C1)C(F)(F)F)(F)F ((2R)-1-[3,5-bis(trifluoromethyl)benzoyl]-2-(3,4-dimethylbenzyl)-4-[4-((3S)-3-dimethylcarbamoylmorpholino)-2-butynyl]piperazine). As a reaction SMILES: [CH3:1][NH:2][CH3:3].[F:4][C:5]([F:47])([F:46])[C:6]1[CH:7]=[C:8]([CH:39]=[C:40]([C:42]([F:45])([F:44])[F:43])[CH:41]=1)[C:9]([N:11]1[CH2:16][CH2:15][N:14]([CH2:17][C:18]#[C:19][CH2:20][N:21]2[CH2:26][CH2:25][O:24][CH2:23][C@H:22]2[C:27]([OH:29])=O)[CH2:13][C@H:12]1[CH2:30][C:31]1[CH:36]=[CH:35][C:34]([CH3:37])=[C:33]([CH3:38])[CH:32]=1)=[O:10].ON1C2C=CC=CC=2N=N1.Cl.CN(C)CCCN=C=NCC>CN(C)C=O.O1CCCC1>[F:43][C:42]([F:44])([F:45])[C:40]1[CH:39]=[C:8]([CH:7]=[C:6]([C:5]([F:4])([F:47])[F:46])[CH:41]=1)[C:9]([N:11]1[CH2:16][CH2:15][N:14]([CH2:17][C:18]#[C:19][CH2:20][N:21]2[CH2:26][CH2:25][O:24][CH2:23][C@H:22]2[C:27](=[O:29])[N:2]([CH3:3])[CH3:1])[CH2:13][C@H:12]1[CH2:30][C:31]1[CH:36]=[CH:35][C:34]([CH3:37])=[C:33]([CH3:38])[CH:32]=1)=[O:10] |f:3.4|. Reported procedure: A tetrahydrofuran solution of dimethylamine (2 M, 0.32 ml) was added to a mixture of (2R)-1-[3,5-bis(trifluoromethyl)benzoyl]-2-(3,4-dimethylbenzyl)-4-[4-((3S)-3-carboxymorpholino)-2-butynyl]piperazine (0.13 g), 1-hydroxybenzotriazole (85 mg) and 1-(3-dimethylaminopropyl)-3-ethylcarbodiimide hydrochloride (0.12 g) in N,N-dimethylformamide (5 ml), and the whole was stirred at room temperature for 5 hours. After the solvent was removed by evaporation, dichloromethane and sodium hydrogen carbonate ...